This data is from the Open Reaction Database (ORD), a public repository of structured organic reaction records. The task is: describe an organic reaction: reactants, conditions, products, and yield Starting materials: C(C)(C)(C)N (N-tert-butylamine), FC(C1=CC=C(C(=O)Cl)C=C1)(F)F (4-trifluoromethylbenzoyl chloride). Run in ClCCl (dichloromethane), C1=CC=CC=C1 (benzene). Conditions: time 3 hour. Product: C(C)(C)(C)NC(C1=CC=C(C=C1)C(F)(F)F)=O (N-tert-Butyl 4-Trifluoromethylbenzamide). Isolated yield 429.0%. Reaction SMILES: [C:1]([NH2:5])([CH3:4])([CH3:3])[CH3:2].[F:6][C:7]([F:18])([F:17])[C:8]1[CH:16]=[CH:15][C:11]([C:12](Cl)=[O:13])=[CH:10][CH:9]=1>C1C=CC=CC=1.ClCCl>[C:1]([NH:5][C:12](=[O:13])[C:11]1[CH:15]=[CH:16][C:8]([C:7]([F:6])([F:17])[F:18])=[CH:9][CH:10]=1)([CH3:4])([CH3:3])[CH3:2]. Procedure details: To N-tert-butylamine (3.50 g, 0.0048 mol) in 75 mL of benzene was added 4-trifluoromethylbenzoyl chloride (5.00 g, 0.024 mol). The temperature was maintained below 15° C. during the addition and then the reaction mixture was allowed to warm to ambient temperature and stirred for 3 hours. The solvent was then stripped and the residue was dissolved in 75 mL of dichloromethane. This solution was washed with 5% hydrochloride acid (2×75 mL), water (2×75 mL), dried over MgSO4 and then the solvent was ... The reactants are CCCCCc1ccc(CCn2c(C)ccc2-c2ccc(OC(Cc3ccccc3)C(=O)OCC)cc2)cc1, C1CCOC1, CO, Cl, [K+], [OH-]. Yields the product CCCCCc1ccc(CCn2c(C)ccc2-c2ccc(OC(Cc3ccccc3)C(=O)O)cc2)cc1. RXN SMILES: [CH2:1]([CH2:2][CH2:3][CH2:4][CH3:5])[c:6]1[cH:7][cH:8][c:9]([CH2:12][CH2:13][n:14]2[c:15](-[c:20]3[cH:21][cH:22][c:23]([O:26][CH:27]([C:28](=[O:29])[O:30][CH2:31][CH3:32])[CH2:33][c:34]4[cH:35][cH:36][cH:37][cH:38][cH:39]4)[cH:24][cH:25]3)[cH:16][cH:17][c:18]2[CH3:19])[cH:10][cH:11]1.[CH2:43]1[O:44][CH2:45][CH2:46][CH2:47]1.[CH3:48][OH:49].[ClH:42].[K+:41].[OH-:40]>>[CH2:1]([CH2:2][CH2:3][CH2:4][CH3:5])[c:6]1[cH:7][cH:8][c:9]([CH2:12][CH2:13][n:14]2[c:15](-[c:20]3[cH:21][cH:22][c:23]([O:26][CH:27]([C:28](=[O:29])[OH:30])[CH2:33][c:34]4[cH:35][cH:36][cH:37][cH:38][cH:39]4)[cH:24][cH:25]3)[cH:16][cH:17][c:18]2[CH3:19])[cH:10][cH:11]1.